Dataset: the Open Reaction Database (ORD), a public repository of structured organic reaction records. Task: describe an organic reaction: reactants, conditions, products, and yield The reactants are CN1CCN(CC1)C=1C=C(C=NC1)CC(=O)N (2-[5-(4-Methyl-piperazin-1-yl)-pyridin-3-yl]-acetamide), COC(C(=O)C1=CNC2=C(C=CC=C12)C)=O ((7-methyl-1H-indol-3-yl)-oxo-acetic acid methyl ester), CC(C)(C)[O-].[K+] (KOtBu), [NH4+].[Cl-] (NH4Cl). Run in CN(C)C=O (DMF), C1CCOC1 (THF), C1CCOC1 (THF), CCOC(=O)C (EtOAc). Reaction conditions: time 1 hour. Yields the product CC=1C=CC=C2C(=CNC12)C=1C(NC(C1C=1C=NC=C(C1)N1CCN(CC1)C)=O)=O (3-(7-Methyl-1H-indol-3-yl)-4-[5-(4-methyl-piperazin-1-yl)-pyridin-3-yl]-pyrrole-2,5-dione). Reaction SMILES: [CH3:1][N:2]1[CH2:7][CH2:6][N:5]([C:8]2[CH:9]=[C:10]([CH2:14][C:15]([NH2:17])=[O:16])[CH:11]=[N:12][CH:13]=2)[CH2:4][CH2:3]1.C[O:19][C:20](=O)[C:21]([C:23]1[C:31]2[C:26](=[C:27]([CH3:32])[CH:28]=[CH:29][CH:30]=2)[NH:25][CH:24]=1)=O.CC([O-])(C)C.[K+].[NH4+].[Cl-]>CN(C=O)C.C1COCC1.CCOC(C)=O>[CH3:32][C:27]1[CH:28]=[CH:29][CH:30]=[C:31]2[C:26]=1[NH:25][CH:24]=[C:23]2[C:21]1[C:20](=[O:19])[NH:17][C:15](=[O:16])[C:14]=1[C:10]1[CH:11]=[N:12][CH:13]=[C:8]([N:5]2[CH2:6][CH2:7][N:2]([CH3:1])[CH2:3][CH2:4]2)[CH:9]=1 |f:2.3,4.5|. Procedure: 2-[5-(4-Methyl-piperazin-1-yl)-pyridin-3-yl]-acetamide (150 mg, 0.64 mmol) and (7-methyl-1H-indol-3-yl)-oxo-acetic acid methyl ester (209 mg, 0.96 mmol) are dissolved under an atmosphere of argon in a mixture of dry DMF (2 ml) and dry THF (2 ml). A solution of 1.0 M KOtBu in THF (1.9 ml, 1.9 mmol) is then added at RT. After 1 h at 50° C., TLC analysis indicated complete conversion of starting materials. The reaction mixture is diluted with EtOAc and poured into a saturated aqueous NH4Cl solution... The reactants are COC(=O)C1=NC(=C(C(=C1NC1=C(C=CC=C1)F)F)Cl)C#N (5-chloro-6-cyano-4-fluoro-3-(2-fluorophenylamino)-pyridine-2-carboxylic acid methyl ester), CC(C)=NO (acetone oxime), [K] (potassium), CC(C)=NN (acetone hydrazone). The product is COC(=O)C=1C(=C(C=2C(N1)=C(NN2)N)F)NC2=C(C=CC=C2)F (3-amino-7-fluoro-6-(2-fluorophenylamino)-2H-pyrazolo[4,3-b]pyridine-5-carboxylic acid methyl ester). Reaction SMILES: [CH3:1][O:2][C:3]([C:5]1[C:10]([NH:11][C:12]2[CH:17]=[CH:16][CH:15]=[CH:14][C:13]=2[F:18])=[C:9]([F:19])[C:8](Cl)=[C:7]([C:21]#[N:22])[N:6]=1)=[O:4].[K].CC(=[N:27][NH2:28])C.CC(=NO)C>>[CH3:1][O:2][C:3]([C:5]1[C:10]([NH:11][C:12]2[CH:17]=[CH:16][CH:15]=[CH:14][C:13]=2[F:18])=[C:9]([F:19])[C:8]2[C:7](=[C:21]([NH2:22])[NH:27][N:28]=2)[N:6]=1)=[O:4] |^1:22|. Procedure details: The title compound is prepared from 5-chloro-6-cyano-4-fluoro-3-(2-fluorophenylamino)-pyridine-2-carboxylic acid methyl ester (prepared in Example 9) and the potassium salt of acetone hydrazone in place of the potassium salt of acetone oxime by the method previously described in step H of Example 8.